From a dataset of the Open Reaction Database (ORD), a public repository of structured organic reaction records. describe an organic reaction: reactants, conditions, products, and yield Reactants: C(C)=C1C([C@]2(C)[C@@H](C1)[C@@H]1CCC=3C=C(C=CC3[C@H]1CC2)OC)=O (16-ethylidene-3-methoxy-1,3,5(10)-estratrien-17-one). The reagents and catalysts are [Pd] (palladium-charcoal). Solvent: C(C)O (ethanol). The product is C(C)[C@@H]1C([C@]2(C)[C@@H](C1)[C@@H]1CCC=3C=C(C=CC3[C@H]1CC2)OC)=O (16β-ethyl-3-methoxy-1,3,5(10)-estratrien-17-one). Reaction SMILES: [CH:1](=[C:3]1[CH2:8][C@H:7]2[C@H:9]3[C@H:18]([CH2:19][CH2:20][C@:5]2([CH3:6])[C:4]1=[O:23])[C:17]1[CH:16]=[CH:15][C:14]([O:21][CH3:22])=[CH:13][C:12]=1[CH2:11][CH2:10]3)[CH3:2]>[Pd].C(O)C>[CH2:1]([C@H:3]1[CH2:8][C@H:7]2[C@H:9]3[C@H:18]([CH2:19][CH2:20][C@:5]2([CH3:6])[C:4]1=[O:23])[C:17]1[CH:16]=[CH:15][C:14]([O:21][CH3:22])=[CH:13][C:12]=1[CH2:11][CH2:10]3)[CH3:2]. Reported procedure: A suspension of 2.0 g. of 16-ethylidene-3-methoxy-1,3,5(10)-estratrien-17-one in 80 ml. of ethanol is combined with 200 mg. of 10% palladium-charcoal and hydrogenated for 60 minutes at room temperature under normal pressure. After removing the catalyst by filtration and concentration of the reaction product, 2.0 g. of 16β-ethyl-3-methoxy-1,3,5(10)-estratrien-17-one is obtained, m.p. 93°-94° C.